Dataset: the Open Reaction Database (ORD), a public repository of structured organic reaction records. Task: describe an organic reaction: reactants, conditions, products, and yield Starting materials: C1CCOC1, C=CC=CC(C)C(OCc1ccc(OC)cc1)C(C)CO[Si](C)(C)C(C)(C)C, Cl. The product is C=CC=CC(C)C(OCc1ccc(OC)cc1)C(C)CO. RXN SMILES: [CH2:30]1[O:31][CH2:32][CH2:33][CH2:34]1.[CH3:1][C:2]([Si:3]([CH3:4])([CH3:5])[O:8][CH2:9][CH:10]([CH:11]([CH:12]([CH:13]=[CH:14][CH:15]=[CH2:16])[CH3:17])[O:18][CH2:19][c:20]1[cH:21][cH:22][c:23]([O:26][CH3:27])[cH:24][cH:25]1)[CH3:28])([CH3:6])[CH3:7].[ClH:29]>>[OH:8][CH2:9][CH:10]([CH:11]([CH:12]([CH:13]=[CH:14][CH:15]=[CH2:16])[CH3:17])[O:18][CH2:19][c:20]1[cH:21][cH:22][c:23]([O:26][CH3:27])[cH:24][cH:25]1)[CH3:28]. Solvent: Cl (HCl), CN(C)C=O (DMF). The yield is 73.0%. Reaction conditions: time 15 minute. Reaction SMILES: [CH2:1]([O:8][NH:9][C:10]([NH:12][CH2:13][CH2:14][CH2:15][CH2:16][CH2:17][CH2:18][CH2:19][CH2:20][CH2:21][CH3:22])=[O:11])[C:2]1[CH:7]=[CH:6][CH:5]=[CH:4][CH:3]=1.[H-].[Na+].[CH3:25]I>CN(C=O)C.Cl>[CH2:1]([O:8][N:9]([CH3:25])[C:10]([NH:12][CH2:13][CH2:14][CH2:15][CH2:16][CH2:17][CH2:18][CH2:19][CH2:20][CH2:21][CH3:22])=[O:11])[C:2]1[CH:7]=[CH:6][CH:5]=[CH:4][CH:3]=1 |f:1.2|. Procedure: To a solution of decyl isocyanate (19.6 g, 0.11 mol) in 1,2-dichloroethane (100 ml) was added a solution of benzyloxyamine (0.114 mol) in methylene chloride (100 ml). The solution was refluxed for 20 minutes, evaporated, and the residue triturated with pentane to give N-benzyloxy-N'-decylurea as a white solid (22.36 g, 67% yield). This urea (2.95 g, 10 mmol) was dissolved in DMF (30 ml) at 40° C. Sodium hydride (425 mg of a 60% dispersion in oil) was added. Within 15 minutes, a precipitate forme... Yields the product C(C1=CC=CC=C1)ON(C(=O)NCCCCCCCCCC)C (N-benzyloxy-N-methyl-N'-decylurea). The reactants are [H-].[Na+] (Sodium hydride), C(C1=CC=CC=C1)ONC(=O)NCCCCCCCCCC (N-benzyloxy-N'-decylurea), CI (methyl iodide). The reactants are [H-].[Na+] (sodium hydride), solution, solution, C(C#CC)O (2-butyn-1-ol), ClC1=NC=NC(=C1)OCC(C)(Cl)Cl (4-chloro-6-(2,2-dichloropropyloxy)pyrimidine), [Cl-].[NH4+] (ammonium chloride). The solvent is O1CCCC1 (tetrahydrofuran), O1CCCC1 (tetrahydrofuran). Run at time 10 minute. Yields the product C(C#CC)OC1=NC=NC(=C1)OCC(C)(Cl)Cl (4-(2-butynyloxy)-6-(2,2-dichloropropyloxy)pyrimidine). Yield: 39.0%. Reaction SMILES: [H-].[Na+].[CH2:3]([OH:7])[C:4]#[C:5][CH3:6].Cl[C:9]1[CH:14]=[C:13]([O:15][CH2:16][C:17]([Cl:20])([Cl:19])[CH3:18])[N:12]=[CH:11][N:10]=1.[Cl-].[NH4+]>O1CCCC1>[CH2:3]([O:7][C:9]1[CH:14]=[C:13]([O:15][CH2:16][C:17]([Cl:20])([Cl:19])[CH3:18])[N:12]=[CH:11][N:10]=1)[C:4]#[C:5][CH3:6] |f:0.1,4.5|. Reported procedure: In 1.5 ml of tetrahydrofuran was suspended 0.04 g of sodium hydride (60% in oil), to which 0.5 ml of a solution containing 0.07 g of 2-butyn-1-ol was added dropwise at room temperature, followed by stirring for 10 minutes. To this was added dropwise 0.5 ml of a solution containing 0.18 g of 4-chloro-6-(2,2-dichloropropyloxy)pyrimidine in tetrahydrofuran, followed by stirring for 2 hours. The reaction mixture was then poured into a saturated aqueous ammonium chloride solution, which was extracted... Starting materials: C1=CCC=CC1 (1,4-Cyclohexadiene), BrC=1C(N(C=C(N1)Br)C=1C=C(C(=O)OC)C=CC1C)=O (3-(3,5-dibromo-2-oxo-2H-pyrazin-1-yl)-4-methyl-benzoic acid, methyl ester), C1(=CC=CC=C1)O (phenol), C(C)(C)N(C(C)C)CC (N,N-diisopropylethylamine). The reagents and catalysts are [Pd] (palladium on carbon). Solvent: O1CCCC1 (tetrahydrofuran), O1CCCC1 (tetrahydrofuran). Conditions: temperature 120 celsius. Yields the product CC1=C(C=C(C(=O)OC)C=C1)N1C(C(=NC=C1)OC1=CC=CC=C1)=O (4-Methyl-3-(2-oxo-3-phenoxy-1(2H)-pyrazinyl)-benzoic acid, methyl ester). RXN SMILES: Br[C:2]1[C:3](=[O:20])[N:4]([C:9]2[CH:10]=[C:11]([CH:16]=[CH:17][C:18]=2[CH3:19])[C:12]([O:14][CH3:15])=[O:13])[CH:5]=[C:6](Br)[N:7]=1.[C:21]1([OH:27])[CH:26]=[CH:25][CH:24]=[CH:23][CH:22]=1.C(N(CC)C(C)C)(C)C.C1CC=CCC=1>[Pd].O1CCCC1>[CH3:19][C:18]1[CH:17]=[CH:16][C:11]([C:12]([O:14][CH3:15])=[O:13])=[CH:10][C:9]=1[N:4]1[CH:5]=[CH:6][N:7]=[C:2]([O:27][C:21]2[CH:26]=[CH:25][CH:24]=[CH:23][CH:22]=2)[C:3]1=[O:20]. Procedure: A mixture of 3-(3,5-dibromo-2-oxo-2H-pyrazin-1-yl)-4-methyl-benzoic acid, methyl ester (Example 1b, 400 mg), phenol (400 mg), N,N-diisopropylethylamine (0.4 mL) and tetrahydrofuran (2 mL) was heated within a microwave for 3 h at 120° C. before being cooled to room temperature. The mixture was transferred to a mixture of palladium on carbon (10%, 38 mg) and tetrahydrofuran (1 mL). 1,4-Cyclohexadiene (2 mL) was added and the mixture was heated under atmosphere of nitrogen within a microwave for 15... The reagents and catalysts are CN(C)C=O (DMF). Reactants: C(=O)(O)C1=CC=C(C=C1)COCC1=CSC=2N=C(NC(C21)=O)C(=O)O (5-({[(4-carboxyphenyl)methyl]oxy}methyl)-4-oxo-3,4-dihydrothieno[2,3-d]pyrimidine-2-carboxylic acid), C(C(=O)Cl)(=O)Cl (oxalyl chloride), N1=CC=CC=C1 (Pyridine). Procedure: To a mixture of 5-({[(4-carboxyphenyl)methyl]oxy}methyl)-4-oxo-3,4-dihydrothieno[2,3-d]pyrimidine-2-carboxylic acid (2.88 g, 7.99 mmol) and THF (30 mL) were added oxalyl chloride (4.60 mL, 52.7 mmol) and DMF (one drop), and the mixture was stirred at room temperature for 1 hr, and concentrated. THE (15 mL) and ethanol (15 mL) were added to the residue. Pyridine (5.69 mL, 70.3 mmol) was added to the mixture, and the mixture was stirred at room temperature for 12 hr, and concentrated under reduced... Run at time 1 hour. As a reaction SMILES: [C:1]([C:4]1[CH:9]=[CH:8][C:7]([CH2:10][O:11][CH2:12][C:13]2[C:21]3[C:20](=[O:22])[NH:19][C:18]([C:23]([OH:25])=[O:24])=[N:17][C:16]=3[S:15][CH:14]=2)=[CH:6][CH:5]=1)([OH:3])=[O:2].[C:26](Cl)(=O)[C:27](Cl)=O.N1C=CC=[CH:34][CH:33]=1>CN(C=O)C.C1COCC1>[CH2:33]([O:2][C:1]([C:4]1[CH:9]=[CH:8][C:7]([CH2:10][O:11][CH2:12][C:13]2[C:21]3[C:20](=[O:22])[NH:19][C:18]([C:23]([O:25][CH2:26][CH3:27])=[O:24])=[N:17][C:16]=3[S:15][CH:14]=2)=[CH:6][CH:5]=1)=[O:3])[CH3:34]. Product: C(C)OC(=O)C1=CC=C(C=C1)COCC1=CSC=2N=C(NC(C21)=O)C(=O)OCC (ethyl 5-{[([4-[(ethyloxy)carbonyl]phenyl}methyl)oxy]methyl]-4-oxo-3,4-dihydrothieno[2,3-d]pyrimidine-2-carboxylate). Solvent: C1CCOC1 (THF). Isolated yield 56.2%. The reactants are IC1=C2C=CC(=NC2=CC=C1)Cl (5-iodo-2-chloroquinoline), O1CC(C2=C1C=CC=C2)N (rac-2,3-dihydro-benzofuran-3-ylamine), NCC=1C=NC=CC1 (3-(aminomethyl)pyridine). Yields the product O1CC(C2=C1C=CC=C2)NC2=NC=1C=CC=C(C1C=C2)NCC=2C=NC=CC2 (rac-N2-(2,3-Dihydro-benzofuran-3-yl)-N5-pyridin-3-ylmethyl-quinoline-2,5-diamine). Reaction SMILES: I[C:2]1[CH:11]=[CH:10][CH:9]=[C:8]2[C:3]=1[CH:4]=[CH:5][C:6](Cl)=[N:7]2.[O:13]1[C:17]2[CH:18]=[CH:19][CH:20]=[CH:21][C:16]=2[CH:15]([NH2:22])[CH2:14]1.[NH2:23][CH2:24][C:25]1[CH:26]=[N:27][CH:28]=[CH:29][CH:30]=1>>[O:13]1[C:17]2[CH:18]=[CH:19][CH:20]=[CH:21][C:16]=2[CH:15]([NH:22][C:6]2[CH:5]=[CH:4][C:3]3[C:2]([NH:23][CH2:24][C:25]4[CH:26]=[N:27][CH:28]=[CH:29][CH:30]=4)=[CH:11][CH:10]=[CH:9][C:8]=3[N:7]=2)[CH2:14]1. Reported procedure: The title compound, MS: m/e=369.0 (M+H+), was prepared in accordance with the general method of example 6 from 5-iodo-2-chloroquinoline, rac-2,3-dihydro-benzofuran-3-ylamine (CAS 109926-35-4) and 3-(aminomethyl)pyridine.